This data is from the Open Reaction Database (ORD), a public repository of structured organic reaction records. The task is: describe an organic reaction: reactants, conditions, products, and yield Product: CNC(=O)C1N(CCC1)S(=O)(=O)C1=CC=C(C=C1)N1CCC(CC1)NC[C@@H](COC1=CC=CC=2NC(NC21)=O)O (1-(4-{4-[(2S)-2-Hydroxy-3-(2-oxo-2,3-dihydro-1H-benzoimidazol-4-yloxy)-propylamino]-piperidin-1-yl}-benzenesulfonyl)-pyrrolidine-2-carboxylic Acid Methylamide). Reactants: CNC(=O)C1N(CCC1)S(=O)(=O)C1=CC=C(C=C1)N1CCC2(OCCO2)CC1 (1-[4-(1,4-dioxa-8-aza-spiro[4.5]dec-8-yl)-benzenesulfonyl]-pyrrolidine-2-carboxylic acid methylamide), ketone, NC[C@@H](COC1=CC=CC=2NC(NC21)=O)O (4-((2S)-3-amino-2-hydroxy-propoxy)-1,3-dihydro-benzoimidazol-2-one). Procedure details: Reference Example 20, 1-[4-(1,4-dioxa-8-aza-spiro[4.5]dec-8-yl)-benzenesulfonyl]-pyrrolidine-2-carboxylic acid methylamide, was hydrolyzed to the corresponding ketone according to the procedure of Reference Example 5, and then reacted with 4-((2S)-3-amino-2-hydroxy-propoxy)-1,3-dihydro-benzoimidazol-2-one according to the procedure of Example 1 to give the title compound as a tan solid; mp 36-39° C.; 1H NMR (300 MHz, DMSO-d6) δ 1.20-2.00 (m, 8H), 2.55 (d, 3H), 2.50-3.40 (m, 6H), 3.70-4.10 (m, 6H... RXN SMILES: [CH3:1][NH:2][C:3]([CH:5]1[CH2:9][CH2:8][CH2:7][N:6]1[S:10]([C:13]1[CH:18]=[CH:17][C:16]([N:19]2[CH2:28][CH2:27][C:22]3(OCCO3)[CH2:21][CH2:20]2)=[CH:15][CH:14]=1)(=[O:12])=[O:11])=[O:4].[NH2:29][CH2:30][C@H:31]([OH:44])[CH2:32][O:33][C:34]1[C:42]2[NH:41][C:40](=[O:43])[NH:39][C:38]=2[CH:37]=[CH:36][CH:35]=1>>[CH3:1][NH:2][C:3]([CH:5]1[CH2:9][CH2:8][CH2:7][N:6]1[S:10]([C:13]1[CH:18]=[CH:17][C:16]([N:19]2[CH2:28][CH2:27][CH:22]([NH:29][CH2:30][C@H:31]([OH:44])[CH2:32][O:33][C:34]3[C:42]4[NH:41][C:40](=[O:43])[NH:39][C:38]=4[CH:37]=[CH:36][CH:35]=3)[CH2:21][CH2:20]2)=[CH:15][CH:14]=1)(=[O:12])=[O:11])=[O:4]. The reactants are FC=1C=C(C=CC1)C1=C2/C(/C(NC2=CC=C1)=O)=C/C=1NC(=CC1C(=O)O)C (2-[4-(3-Fluoro-phenyl)-2-oxo-1,2-dihydro-indol-(3Z)-ylidenemethyl]-5-methyl-1H-pyrrole-3-carboxylic acid), N1(CCCCC1)CCN (2-piperidin-1-yl-ethylamine), C=1C=CC2=C(C1)N=NN2O (HOBt), C(CCl)Cl (EDC). The reagents and catalysts are TEA. The solvent is C1CCOC1 (THF), CN(C)C=O (DMF). Yields the product N1(CCCCC1)CCNC(=O)C1=C(NC(=C1)C)\C=C\1/C(NC2=CC=CC(=C12)C1=CC(=CC=C1)F)=O (2-[4-(3-Fluoro-phenyl)-2-oxo-1,2-dihydro-indol-(3Z)-ylidenemethyl]-5-methyl-1H-pyrrole-3-carboxylic acid (2-piperidin-1-ylethyl)amide). The yield is 69.5%. RXN SMILES: [F:1][C:2]1[CH:3]=[C:4]([C:8]2[CH:16]=[CH:15][CH:14]=[C:13]3[C:9]=2/[C:10](=[CH:18]/[C:19]2[NH:20][C:21]([CH3:27])=[CH:22][C:23]=2[C:24](O)=[O:25])/[C:11](=[O:17])[NH:12]3)[CH:5]=[CH:6][CH:7]=1.[N:28]1([CH2:34][CH2:35][NH2:36])[CH2:33][CH2:32][CH2:31][CH2:30][CH2:29]1.C1C=CC2N(O)N=NC=2C=1.C(Cl)CCl>C1COCC1.CN(C=O)C>[N:28]1([CH2:34][CH2:35][NH:36][C:24]([C:23]2[CH:22]=[C:21]([CH3:27])[NH:20][C:19]=2/[CH:18]=[C:10]2\[C:11](=[O:17])[NH:12][C:13]3[C:9]\2=[C:8]([C:4]2[CH:5]=[CH:6][CH:7]=[C:2]([F:1])[CH:3]=2)[CH:16]=[CH:15][CH:14]=3)=[O:25])[CH2:33][CH2:32][CH2:31][CH2:30][CH2:29]1. Procedure details: 2-[4-(3-Fluoro-phenyl)-2-oxo-1,2-dihydro-indol-(3Z)-ylidenemethyl]-5-methyl-1H-pyrrole-3-carboxylic acid (90.5 mg) was coupled with 2-piperidin-1-yl-ethylamine (48 mg, 1.5 eq.), HOBt (1 eq.), EDC (1.5 eq.) and TEA (3 drops) in THF (2 mL), DMF (0.3 mL) at rt for overnight to give 82 mg (70%) of the titled compound as a yellow solid.